Dataset: the Open Reaction Database (ORD), a public repository of structured organic reaction records. Task: describe an organic reaction: reactants, conditions, products, and yield The reactants are NC=1C=C2C=3CC(CCC3NC2=CC1)N(C)C (6-amino-3-(dimethyl)amino-1,2,3,4-tetrahydro-9H-carbazole), S1C(=CC=C1)C(=O)O (thiophene-2-carboxylic acid). Product: S1C(=CC=C1)C(=O)NC=1C=C2C=3CC(CCC3NC2=CC1)N(C)C (6-(2-thienoyl)amino-3-(dimethyl)amino-1,2,3,4-tetrahydro-9H-carbazole). The yield is 46.5%. RXN SMILES: [NH2:1][C:2]1[CH:3]=[C:4]2[C:12](=[CH:13][CH:14]=1)[NH:11][C:10]1[CH2:9][CH2:8][CH:7]([N:15]([CH3:17])[CH3:16])[CH2:6][C:5]2=1.[S:18]1[CH:22]=[CH:21][CH:20]=[C:19]1[C:23](O)=[O:24]>>[S:18]1[CH:22]=[CH:21][CH:20]=[C:19]1[C:23]([NH:1][C:2]1[CH:3]=[C:4]2[C:12](=[CH:13][CH:14]=1)[NH:11][C:10]1[CH2:9][CH2:8][CH:7]([N:15]([CH3:17])[CH3:16])[CH2:6][C:5]2=1)=[O:24]. Procedure details: Beginning with 8.7 mg (0.038 mMol) 6-amino-3-(dimethyl)amino-1,2,3,4-tetrahydro-9H-carbazole and 11.0 mg (0.086 mMol) thiophene-2-carboxylic acid, 6.0 mg (47%) of the title compound were recovered as a beige solid. The reactants are CN(C)C=O, CCCc1cc(NCc2ccc(Cl)cc2)nc(SCC#N)n1, Cl, NO, [Na+], [Na+], O=C([O-])[O-]. Product: CCCc1cc(NCc2ccc(Cl)cc2)nc(SCC(N)=NO)n1. RXN SMILES: [CH3:32][N:33]([CH3:34])[CH:35]=[O:36].[Cl:1][c:2]1[cH:3][cH:4][c:5]([CH2:6][NH:7][c:8]2[n:9][c:10]([S:17][CH2:18][C:19]#[N:20])[n:11][c:12]([CH2:14][CH2:15][CH3:16])[cH:13]2)[cH:21][cH:22]1.[ClH:23].[NH2:24][OH:25].[Na+:26].[Na+:27].[O-:28][C:29](=[O:30])[O-:31]>>[Cl:1][c:2]1[cH:3][cH:4][c:5]([CH2:6][NH:7][c:8]2[n:9][c:10]([S:17][CH2:18][C:19]([NH2:20])=[N:24][OH:25])[n:11][c:12]([CH2:14][CH2:15][CH3:16])[cH:13]2)[cH:21][cH:22]1. The reactants are [OH-].[Na+] (sodium hydroxide), OC1=CC=CC2=C(C=CC=C12)O (1,5-dihydroxynaphthalene), N (ammonia), S([O-])(O)=O.[NH4+] (ammonium bisulphite). Reagents/catalysts: [Ti] (titanium). The solvent is O (water). Reaction conditions: temperature 70 celsius, time 4 hour. Product: NC1=CC=CC2=C(C=CC=C12)N (1,5-diaminonaphthalene). The yield is 173.8%. RXN SMILES: O[C:2]1[C:11]2[C:6](=[C:7](O)[CH:8]=[CH:9][CH:10]=2)[CH:5]=[CH:4][CH:3]=1.[NH3:13].S(=O)(O)[O-].[NH4+:18].[OH-].[Na+]>[Ti].O>[NH2:13][C:2]1[C:11]2[C:6](=[C:7]([NH2:18])[CH:8]=[CH:9][CH:10]=2)[CH:5]=[CH:4][CH:3]=1 |f:2.3,4.5|. Reported procedure: A mixture of 130 g of 1,5-dihydroxynaphthalene (98.1% strength by weight=0.8 mol), 102 g of ammonia (6.0 mol), 52 ml of ammonium bisulphite solution (490 g of SO2 per liter=0.4 mol) and 449 g of water is heated with stirring to 155° C. in a 1.3 liter titanium autoclave and is stirred at this temperature for 4 hours. 102 g of 50% strength by weight sodium hydroxide solution (1.28 mol of NaOH) are then pumped in with stirring at 155° C. The reaction mixture is cooled to 70° C. and is stirred for a... Reactants: CC(C)CCC(=O)OCCN(C)C, CC#N, ClCc1ccccc1. The product is CC(C)CCC(=O)OCC[N+](C)(C)Cc1ccccc1, [Cl-]. As a reaction SMILES: [CH3:1][CH:2]([CH2:3][CH2:4][C:5](=[O:6])[O:7][CH2:8][CH2:9][N:10]([CH3:11])[CH3:12])[CH3:13].[CH3:22][C:23]#[N:24].[Cl:14][CH2:15][c:16]1[cH:17][cH:18][cH:19][cH:20][cH:21]1>>[CH3:1][CH:2]([CH2:3][CH2:4][C:5](=[O:6])[O:7][CH2:8][CH2:9][N+:10]([CH3:11])([CH3:12])[CH2:15][c:16]1[cH:17][cH:18][cH:19][cH:20][cH:21]1)[CH3:13].[Cl-:14]. Starting materials: C1COCCN1, C1COCCO1, Clc1cc(Cl)n2nc(-c3cccs3)cc2n1. Product: Clc1cc(N2CCOCC2)n2nc(-c3cccs3)cc2n1. Reaction SMILES: [CH2:17]1[CH2:18][O:19][CH2:20][CH2:21][NH:22]1.[CH2:23]1[O:24][CH2:25][CH2:26][O:27][CH2:28]1.[Cl:1][c:2]1[n:3][c:4]2[n:5]([c:6]([Cl:8])[cH:7]1)[n:9][c:10](-[c:12]1[s:13][cH:14][cH:15][cH:16]1)[cH:11]2>>[Cl:1][c:2]1[n:3][c:4]2[n:5]([c:6]([N:22]3[CH2:17][CH2:18][O:19][CH2:20][CH2:21]3)[cH:7]1)[n:9][c:10](-[c:12]1[s:13][cH:14][cH:15][cH:16]1)[cH:11]2. Starting materials: C(C1=CC=CC=C1)(=O)NC(=NCCCSC1=NC=CC=C1)NCCCC=1N=CNC1 (N-benzoyl-N'[3-(imidazol-4-yl) propyl]-N"-[3-[(pyrid-2-yl)thio]propyl]-guanidine). The product is N1C=NC(=C1)CCCNC(=N)NCCCSC1=NC=CC=C1 (N-[3-(Imidazol-4-yl)propyl]-N'-[3-[(pyrid-2-yl)thio]propyl]-guanidine). Run in Cl (hydrochloric acid). RXN SMILES: C([NH:9][C:10]([NH:22][CH2:23][CH2:24][CH2:25][C:26]1[N:27]=[CH:28][NH:29][CH:30]=1)=[N:11][CH2:12][CH2:13][CH2:14][S:15][C:16]1[CH:21]=[CH:20][CH:19]=[CH:18][N:17]=1)(=O)C1C=CC=CC=1>Cl>[NH:29]1[CH:30]=[C:26]([CH2:25][CH2:24][CH2:23][NH:22][C:10]([NH:11][CH2:12][CH2:13][CH2:14][S:15][C:16]2[CH:21]=[CH:20][CH:19]=[CH:18][N:17]=2)=[NH:9])[N:27]=[CH:28]1. Procedure: 0.84 g (2 mmol) of N-benzoyl-N'[3-(imidazol-4-yl) propyl]-N"-[3-[(pyrid-2-yl)thio]propyl]-guanidine are heated under reflux in 45 ml of 20% hydrochloric acid for 6 hours. The reaction product is worked up by a method analogous to that of Example 109. It initially precipitates as a dry, hygroscopic foam but this foam gradually crystallises when triturated with acetone and a few drops of ethanol. The reactants are C#CC(C)(C)Oc1ccc(OC)cc1, Clc1ccccc1Cl. The product is COc1ccc2c(c1)C=CC(C)(C)O2. As a reaction SMILES: [CH3:1][C:2]([C:3]#[CH:4])([O:5][c:6]1[cH:7][cH:8][c:9]([O:12][CH3:13])[cH:10][cH:11]1)[CH3:14].[Cl:15][c:16]1[c:17]([Cl:18])[cH:19][cH:20][cH:21][cH:22]1>>[CH3:1][C:2]1([CH3:14])[CH:3]=[CH:4][c:7]2[c:6]([cH:11][cH:10][c:9]([O:12][CH3:13])[cH:8]2)[O:5]1. Reactants: CCO, Cc1nn(C)c(C(N)=O)c1[N+](=O)[O-], NN, O. Yields the product Cc1nn(C)c(C(N)=O)c1N. As a reaction SMILES: [CH3:17][CH2:18][OH:19].[CH3:4][n:5]1[n:6][c:7]([CH3:16])[c:8]([N+:13]([O-:14])=[O:15])[c:9]1[C:10](=[O:11])[NH2:12].[NH2:2][NH2:3].[OH2:1]>>[CH3:4][n:5]1[n:6][c:7]([CH3:16])[c:8]([NH2:13])[c:9]1[C:10](=[O:11])[NH2:12].